describe an organic reaction: reactants, conditions, products, and yield From a dataset of the Open Reaction Database (ORD), a public repository of structured organic reaction records. The reactants are CN(CCO)C1CCC(c2ccc(OCc3ccccc3)cc2)CC1, C1CCOC1, Cc1ccc(O)cc1, c1ccc(P(c2ccccc2)c2ccccc2)cc1. Product: Cc1ccc(OCCN(C)C2CCC(c3ccc(OCc4ccccc4)cc3)CC2)cc1. Reaction SMILES: [CH2:1]([c:2]1[cH:3][cH:4][cH:5][cH:6][cH:7]1)[O:8][c:9]1[cH:10][cH:11][c:12]([CH:15]2[CH2:16][CH2:17][CH:18]([N:21]([CH2:22][CH2:23][OH:24])[CH3:25])[CH2:19][CH2:20]2)[cH:13][cH:14]1.[CH2:53]1[O:54][CH2:55][CH2:56][CH2:57]1.[CH3:26][c:27]1[cH:28][cH:29][c:30]([OH:31])[cH:32][cH:33]1.[c:34]1([P:35]([c:36]2[cH:37][cH:38][cH:39][cH:40][cH:41]2)[c:42]2[cH:43][cH:44][cH:45][cH:46][cH:47]2)[cH:48][cH:49][cH:50][cH:51][cH:52]1>>[CH2:1]([c:2]1[cH:3][cH:4][cH:5][cH:6][cH:7]1)[O:8][c:9]1[cH:10][cH:11][c:12]([CH:15]2[CH2:16][CH2:17][CH:18]([N:21]([CH2:22][CH2:23][O:24][c:30]3[cH:29][cH:28][c:27]([CH3:26])[cH:33][cH:32]3)[CH3:25])[CH2:19][CH2:20]2)[cH:13][cH:14]1. Yields the product C(C)NC(=O)N1CC(C1)OC1=CC(=CC=C1)C(F)(F)F (N-Ethyl-3-[3-(trifluoromethyl)phenoxy]-1-azetidinecarboxamide). Starting materials: FC(C=1C=C(OC2CNC2)C=CC1)(F)F (3-[3-(trifluoromethyl)phenoxy]azetidine), C(C)N=C=O (ethyl isocyanate). Procedure details: To a stirred and chilled (15°-20° C.) solution of 0.024 mole of 3-[3-(trifluoromethyl)phenoxy]azetidine in 50 ml of dry benzene was added dropwise 1.99 g (0.028 mole) of ethyl isocyanate. The reaction mixture was stirred at room temperature overnight and was diluted with 50 ml of methylene chloride. The solution was washed with 5% sodium hydroxide (2×50 ml), water (50 ml), saturated sodium chloride (25 ml), dried over sodium hydroxide, and concentrated in vacuo. The residue (9.6 g) was twice rec... Solvent: C1=CC=CC=C1 (benzene), C(Cl)Cl (methylene chloride). RXN SMILES: [F:1][C:2]([F:15])([F:14])[C:3]1[CH:4]=[C:5]([CH:11]=[CH:12][CH:13]=1)[O:6][CH:7]1[CH2:10][NH:9][CH2:8]1.[CH2:16]([N:18]=[C:19]=[O:20])[CH3:17]>C1C=CC=CC=1.C(Cl)Cl>[CH2:16]([NH:18][C:19]([N:9]1[CH2:10][CH:7]([O:6][C:5]2[CH:11]=[CH:12][CH:13]=[C:3]([C:2]([F:1])([F:14])[F:15])[CH:4]=2)[CH2:8]1)=[O:20])[CH3:17].